This data is from the Open Reaction Database (ORD), a public repository of structured organic reaction records. The task is: describe an organic reaction: reactants, conditions, products, and yield RXN SMILES: [CH3:1][S:2](=[O:3])(=[O:4])[c:5]1[n:6][c:7]([C:21]([F:22])([F:23])[F:24])[cH:8][c:9](-[c:11]2[cH:12][cH:13][c:14]([S:17](=[O:18])(=[O:19])[CH3:20])[cH:15][cH:16]2)[n:10]1.[CH3:33][C:34]#[N:35].[NH2:25][CH2:26][c:27]1[cH:28][cH:29][n:30][cH:31][cH:32]1>>[c:5]1([NH:25][CH2:26][c:27]2[cH:28][cH:29][n:30][cH:31][cH:32]2)[n:6][c:7]([C:21]([F:22])([F:23])[F:24])[cH:8][c:9](-[c:11]2[cH:12][cH:13][c:14]([S:17](=[O:18])(=[O:19])[CH3:20])[cH:15][cH:16]2)[n:10]1. Product: CS(=O)(=O)c1ccc(-c2cc(C(F)(F)F)nc(NCc3ccncc3)n2)cc1. The reactants are CS(=O)(=O)c1ccc(-c2cc(C(F)(F)F)nc(S(C)(=O)=O)n2)cc1, CC#N, NCc1ccncc1. The reactants are C(C(C)C)=C1NC=CC=C1CN (isobutylidene-3-aminomethylpyridine), CC(C)(C)[O-].[K+] (potassium tert-butylate). The solvent is C1(=CC=CC=C1)C (toluene). Product: N1=CC(=CC=C1)C=NCC(C)C (3-pyridylmethylidene-isobutylamine). Isolated yield 2062.8%. Reaction SMILES: C(=[C:5]1[C:10]([CH2:11][NH2:12])=[CH:9][CH:8]=[CH:7][NH:6]1)C(C)C.[CH3:13][C:14]([O-])([CH3:16])[CH3:15].[K+]>C1(C)C=CC=CC=1>[N:6]1[CH:7]=[CH:8][CH:9]=[C:10]([CH:11]=[N:12][CH2:13][CH:14]([CH3:16])[CH3:15])[CH:5]=1 |f:1.2|. Reported procedure: The procedure is carried out as in Example 1(b) but with the use of 80.1 g (0.495 mol) of isobutylidene-3-aminomethylpyridine, 2.5 g (0.0223 mol) of potassium tert-butylate and 75 ml of toluene. After a reaction time of 1 hour at 30°-35° C., distillation yields 74.5 g (0.46 mol) of 3-pyridylmethylidene-isobutylamine; yield 93% of theory; b.p. 108° C./2×103Pa; nD20 =1.5198. Reactants: C(CCC)[Li] (n-butyllithium), [Br-].C(CCCCCC)[P+](C1=CC=CC=C1)(C1=CC=CC=C1)C1=CC=CC=C1 (n-heptyltriphenylphosphonium bromide), C(C)(=O)OC=1C(=CC2=C(C=C(O2)C=O)C1C(C)(C)C)C(C)(C)C (5-acetoxy-4,6-di-tert-butyl-2-formylbenzofuran), [Cl-].[NH4+] (ammonium chloride). Run in O1CCCC1 (tetrahydrofuran), CCCCC (pentane), O1CCCC1 (tetrahydrofuran). Conditions: time 90 minute. Product: C(C)(=O)OC=1C(=CC2=C(C=C(O2)C=CCCCCCC)C1C(C)(C)C)C(C)(C)C (5-acetoxy-4,6-di-tert-butyl-2-(1-octenyl)benzofuran). Isolated yield 96.9%. As a reaction SMILES: C([Li])CCC.[Br-].[CH2:7]([P+](C1C=CC=CC=1)(C1C=CC=CC=1)C1C=CC=CC=1)[CH2:8][CH2:9][CH2:10][CH2:11][CH2:12][CH3:13].[C:33]([O:36][C:37]1[C:38]([C:52]([CH3:55])([CH3:54])[CH3:53])=[CH:39][C:40]2[O:44][C:43]([CH:45]=O)=[CH:42][C:41]=2[C:47]=1[C:48]([CH3:51])([CH3:50])[CH3:49])(=[O:35])[CH3:34].[Cl-].[NH4+]>O1CCCC1.CCCCC>[C:33]([O:36][C:37]1[C:38]([C:52]([CH3:54])([CH3:53])[CH3:55])=[CH:39][C:40]2[O:44][C:43]([CH:45]=[CH:7][CH2:8][CH2:9][CH2:10][CH2:11][CH2:12][CH3:13])=[CH:42][C:41]=2[C:47]=1[C:48]([CH3:49])([CH3:50])[CH3:51])(=[O:35])[CH3:34] |f:1.2,4.5|. Reported procedure: A pentane solution (6.0 ml) of 1.6M n-butyllithium was added dropwise to a solution of n-heptyltriphenylphosphonium bromide (4.2 g) in tetrahydrofuran (30 ml) under a nitrogen atmosphere. After stirring the mixture at room temperature for 90 min, a solution of 5-acetoxy-4,6-di-tert-butyl-2-formylbenzofuran (2.54 g) in tetrahydrofuran (20 ml) was added dropwise. Subsequently, the mixture was heated under reflux for 1 h and, after cooling, a saturated aqueous solution of ammonium chloride was adde... Reactants: C([C@@H]1[C@H]([C@@H]([C@H]([C@H](O1)O[C@H]([C@@H](CO)O)[C@@H]([C@H](CO)O)O)O)O)O)O (maltitol), C([C@@H]1[C@H]([C@@H]([C@H]([C@H](O1)O[C@H]([C@@H](CO)O)[C@@H]([C@H](CO)O)O)O)O)O)O (maltitol), C([C@@H]1[C@@H]([C@@H]([C@H]([C@@H](O1)O[C@@H]2[C@H](O[C@@]([C@H]2O)(CO)O)CO)O)O)O)O (lactitol), C([C@@H]1[C@@H]([C@@H]([C@H]([C@@H](O1)O[C@@H]2[C@H](O[C@@]([C@H]2O)(CO)O)CO)O)O)O)O (lactitol), C([C@@H]1[C@@H]([C@@H]([C@H]([C@@H](O1)O[C@@H]2[C@H](O[C@@]([C@H]2O)(CO)O)CO)O)O)O)O (lactitol). Run at temperature 65 celsius. Yields the product C([C@@H]1[C@H]([C@@H]([C@H]([C@H](O1)O[C@H]([C@@H](CO)O)[C@@H]([C@H](CO)O)O)O)O)O)O.C([C@@H]1[C@@H]([C@@H]([C@H]([C@@H](O1)O[C@@H]2[C@H](O[C@@]([C@H]2O)(CO)O)CO)O)O)O)O (Maltitol lactitol). As a reaction SMILES: [CH2:1]([OH:23])[C@H:2]1[O:7][C@H:6]([O:8][C@@H:9]([C@H:14]([OH:19])[C@@H:15]([OH:18])[CH2:16][OH:17])[C@H:10]([OH:13])[CH2:11][OH:12])[C@H:5]([OH:20])[C@@H:4]([OH:21])[C@@H:3]1[OH:22].[CH2:24]([OH:46])[C@H:25]1[O:30][C@@H:29]([O:31][C@H:32]2[C@H:36]([OH:37])[C@@:35]([OH:40])([CH2:38][OH:39])[O:34][C@@H:33]2[CH2:41][OH:42])[C@H:28]([OH:43])[C@@H:27]([OH:44])[C@H:26]1[OH:45]>>[CH2:1]([OH:23])[C@H:2]1[O:7][C@H:6]([O:8][C@@H:9]([C@H:14]([OH:19])[C@@H:15]([OH:18])[CH2:16][OH:17])[C@H:10]([OH:13])[CH2:11][OH:12])[C@H:5]([OH:20])[C@@H:4]([OH:21])[C@@H:3]1[OH:22].[CH2:24]([OH:46])[C@H:25]1[O:30][C@@H:29]([O:31][C@H:32]2[C@H:36]([OH:37])[C@@:35]([OH:40])([CH2:38][OH:39])[O:34][C@@H:33]2[CH2:41][OH:42])[C@H:28]([OH:43])[C@@H:27]([OH:44])[C@H:26]1[OH:45] |f:2.3|. Procedure details: Maltitol/lactitol liquid feed solutions were prepared by dissolving crystalline maltitol (C*Maltidex CH16385 produced by Cerestar, Krefeld, Germany; maltitol purity 99.7% on DS) into an aqueous lactitol solution produced by dissolving crystalline lactitol (Lactitol CM 50 produced by Xyrofin Oy, Kotka, Finland) to a total concentration of 67-73% on DS. The ratio of maltitol to lactitol was 1:1 by weight. The feed solution was heated to a temperature of 55-75° C. and filtered. Starting materials: C(C)OC(C(CC1=CC(=C(C=C1)O)N)NC(=O)OC(C)(C)C)=O (3-(3-amino-4-hydroxy-phenyl)-2-tert-butoxycarbonylamino-propionic acid ethyl ester), C(OCC)(OCC)OCC (triethyl orthoformate), O (water), C(C)(C)(C)OC(=O)OC(=O)OC(C)(C)C (di-tert-butyldicarbonate). Run in C1(=CC=CC=C1)C (toluene), [Cl-].[Na+].O (brine). Reaction conditions: temperature 75 celsius, time 16 hour. Yields the product C(C)OC([C@H](CC=1C=CC2=C(N=CO2)C1)NC(=O)OC(C)(C)C)=O ((S)-3-benzooxazol-5-yl-2-tert-butoxycarbonylamino-propionic acid ethyl ester). Yield: 58.9%. Reaction SMILES: [CH2:1]([O:3][C:4](=[O:23])[CH:5]([NH:15][C:16]([O:18][C:19]([CH3:22])([CH3:21])[CH3:20])=[O:17])[CH2:6][C:7]1[CH:12]=[CH:11][C:10]([OH:13])=[C:9]([NH2:14])[CH:8]=1)[CH3:2].[CH:24](OCC)(OCC)OCC.C(OC(OC(OC(C)(C)C)=O)=O)(C)(C)C.O>C1(C)C=CC=CC=1.[Cl-].[Na+].O>[CH2:1]([O:3][C:4](=[O:23])[C@@H:5]([NH:15][C:16]([O:18][C:19]([CH3:22])([CH3:21])[CH3:20])=[O:17])[CH2:6][C:7]1[CH:12]=[CH:11][C:10]2[O:13][CH:24]=[N:14][C:9]=2[CH:8]=1)[CH3:2] |f:5.6.7|. Reported procedure: To a solution of crude 3-(3-amino-4-hydroxy-phenyl)-2-tert-butoxycarbonylamino-propionic acid ethyl ester (0.89 g, 2.74 mmol) in toluene (20 mL) was added triethyl orthoformate (0.57 mL, 3.36 mmol) and the mixture was heated to 75° C. under an atmosphere of argon for 3 hours at which time all starting material had been consumed. The reaction mixture was concentrated in vacuo to a black waxy solid which was dissolved in acetonitrile (25 mL) and di-tert-butyldicarbonate (0.80 g, 3.67 mmol) added. ... RXN SMILES: Br[CH2:2][C:3]([C:5]1[CH:12]=[CH:11][C:8]([C:9]#[N:10])=[CH:7][CH:6]=1)=O.[CH:13]([NH2:15])=[O:14]>O>[O:14]1[CH:2]=[C:3]([C:5]2[CH:12]=[CH:11][C:8]([C:9]#[N:10])=[CH:7][CH:6]=2)[N:15]=[CH:13]1. The reactants are BrCC(=O)C1=CC=C(C#N)C=C1 (4-(2-Bromo-acetyl)-benzonitrile), C(=O)N (formamide). Procedure: 4-(2-Bromo-acetyl)-benzonitrile (1.2 g, 5.4 mmol) was dissolved in formamide (10 mL) and heated to 110° C. for 72 h. The mixture was cooled, diluted with water and extracted five times with methylene chloride. The organics were combined, washed with water, brine, dried over anhydrous MgSO4, filtered and concentrated. Flash chromatography (5%-10% acetone in hexane) afforded 4-(1,3-oxazol-4-yl)benzonitrile (0.16 g, 17%) as a white solid. Analytical HPLC: purity 100% at 270 nm, 6.8 min; 100% at 210... Run in O (water). Run at temperature 110 celsius. Product: O1C=NC(=C1)C1=CC=C(C#N)C=C1 (4-(1,3-oxazol-4-yl)benzonitrile). Yield: 17.0%. The reactants are Cn1nc(-c2ccc(NC(=O)OC(C)(C)C)cc2)c2cnc(S(C)(=O)=O)nc21, O=C(O)C(F)(F)F. RXN SMILES: [C:1]([O:2][C:3](=[O:4])[NH:7][c:8]1[cH:9][cH:10][c:11](-[c:14]2[n:15][n:16]([CH3:27])[c:17]3[n:18][c:19]([S:23](=[O:24])(=[O:25])[CH3:26])[n:20][cH:21][c:22]23)[cH:12][cH:13]1)([CH3:5])([CH3:6])[CH3:28].[F:29][C:30]([F:31])([F:32])[C:33]([OH:34])=[O:35]>>[NH2:7][c:8]1[cH:9][cH:10][c:11](-[c:14]2[n:15][n:16]([CH3:27])[c:17]3[n:18][c:19]([S:23](=[O:24])(=[O:25])[CH3:26])[n:20][cH:21][c:22]23)[cH:12][cH:13]1. Yields the product Cn1nc(-c2ccc(N)cc2)c2cnc(S(C)(=O)=O)nc21. As a reaction SMILES: [CH3:1][CH:2]1[S:6][C:5]([NH:7][C@H:8]([C:10]2[CH:15]=[CH:14][CH:13]=[CH:12][C:11]=2[C:16]([F:19])([F:18])[F:17])[CH3:9])=[N:4][C:3]1=[O:20].Br[C:22]1[CH:29]=[CH:28][C:25]([C:26]#[N:27])=[CH:24][CH:23]=1.[Li]N([Si](C)(C)C)[Si](C)(C)C>C1C=CC(/C=C/C(/C=C/C2C=CC=CC=2)=O)=CC=1.C1C=CC(/C=C/C(/C=C/C2C=CC=CC=2)=O)=CC=1.C1C=CC(/C=C/C(/C=C/C2C=CC=CC=2)=O)=CC=1.[Pd].[Pd].C1(C)C=CC=CC=1>[CH3:1][C:2]1([C:22]2[CH:29]=[CH:28][C:25]([C:26]#[N:27])=[CH:24][CH:23]=2)[S:6][C:5]([NH:7][C@H:8]([C:10]2[CH:15]=[CH:14][CH:13]=[CH:12][C:11]=2[C:16]([F:18])([F:17])[F:19])[CH3:9])=[N:4][C:3]1=[O:20] |f:3.4.5.6.7|. The reagents and catalysts are C=1C=CC(=CC1)/C=C/C(=O)/C=C/C2=CC=CC=C2.C=1C=CC(=CC1)/C=C/C(=O)/C=C/C2=CC=CC=C2.C=1C=CC(=CC1)/C=C/C(=O)/C=C/C2=CC=CC=C2.[Pd].[Pd] (Pd2(dba)3). The reactants are CC1C(N=C(S1)N[C@@H](C)C1=C(C=CC=C1)C(F)(F)F)=O (5-methyl-2-((S)-1-(2-(trifluoromethyl)phenyl)ethylamino)thiazol-4(5H)-one), BrC1=CC=C(C#N)C=C1 (4-bromobenzonitrile), (S)-2-(diphenylphosphino)-1-(2-(diphenylphosphino)-naphthalen-1-yl)naphthalene, [Li]N([Si](C)(C)C)[Si](C)(C)C (LiN(TMS)2). The product is CC1(C(N=C(S1)N[C@@H](C)C1=C(C=CC=C1)C(F)(F)F)=O)C1=CC=C(C#N)C=C1 (4-(5-methyl-4-oxo-2-((S)-1-(2-(trifluoromethyl)phenyl)ethylamino)-4,5-dihydrothiazol-5-yl)benzonitrile). The solvent is C1(=CC=CC=C1)C (toluene). Procedure details: To a mixture of 5-methyl-2-((S)-1-(2-(trifluoromethyl)phenyl)ethylamino)thiazol-4(5H)-one (0.2000 g, 0.662 mmol), 4-bromobenzonitrile (0.301 g, 1.65 mmol), Pd2(dba)3 (0.0303 g, 0.0331 mmol), (S)-2-(diphenylphosphino)-1-(2-(diphenylphosphino)-naphthalen-1-yl)naphthalene (0.0618 g, 0.0992 mmol), and LiN(TMS)2 (0.277 g, 1.65 mmol) was added toluene (8 mL) in a glove box. The mixture was gradually heated to 95° C. and stirred overnight. The reaction was quenched with NH4Cl (5 mL), and the reaction m... Run at temperature 95 celsius, time 8 hour. Reactants: CC(C)O, O=[N+]([O-])c1cn[nH]c1, CC(C)(C)OC(=O)N=NC(=O)OC(C)(C)C, C1CCOC1, c1ccc(P(c2ccccc2)c2ccccc2)cc1. The product is CC(C)n1cc([N+](=O)[O-])cn1. As a reaction SMILES: [CH3:25][CH:26]([OH:27])[CH3:28].[N+:17](=[O:18])([O-:19])[c:20]1[cH:21][n:22][nH:23][cH:24]1.[N:1]([C:2]([O:3][C:4]([CH3:5])([CH3:9])[CH3:10])=[O:11])=[N:12][C:13]([O:14][C:6]([CH3:7])([CH3:8])[CH3:15])=[O:16].[O:48]1[CH2:49][CH2:50][CH2:51][CH2:52]1.[c:29]1([P:30]([c:31]2[cH:32][cH:33][cH:34][cH:35][cH:36]2)[c:37]2[cH:38][cH:39][cH:40][cH:41][cH:42]2)[cH:43][cH:44][cH:45][cH:46][cH:47]1>>[CH:6]([CH3:7])([CH3:8])[n:22]1[cH:21][c:20]([N+:17](=[O:18])[O-:19])[cH:24][n:23]1. Starting materials: FC(C1=CC=C(C=C1)C=1C=C(CCl)C=CC1)(F)F (3-(4-Trifluoromethylphenyl)-benzyl chloride), OC1=CC=C(C=C1)C(CC(=O)OC)C=1SC=CC1C ((+/−)-Methyl 3-(4-hydroxyphenyl)-3-(3-methylthiophen-2-yl)propanoate), C(=O)([O-])[O-].[Cs+].[Cs+] (Cs2CO3). Solvent: CC(=O)C (acetone). Conditions: temperature 50 celsius, time 16 hour. Yields the product FC(C1=CC=C(C=C1)C1=CC(=CC=C1)COC1=CC=C(C=C1)C(CC(=O)O)C=1SC=CC1C)(F)F ((+/−)-3-[4-(4′-Trifluoromethyl-biphenyl-3-ylmethoxy)-phenyl]-3-(3-methylthiophen-2-yl)-propionic acid). Isolated yield 85.9%. RXN SMILES: [F:1][C:2]([F:18])([F:17])[C:3]1[CH:8]=[CH:7][C:6]([C:9]2[CH:10]=[C:11]([CH:14]=[CH:15][CH:16]=2)[CH2:12]Cl)=[CH:5][CH:4]=1.[OH:19][C:20]1[CH:25]=[CH:24][C:23]([CH:26]([C:32]2[S:33][CH:34]=[CH:35][C:36]=2[CH3:37])[CH2:27][C:28]([O:30]C)=[O:29])=[CH:22][CH:21]=1.C([O-])([O-])=O.[Cs+].[Cs+]>CC(C)=O>[F:1][C:2]([F:18])([F:17])[C:3]1[CH:8]=[CH:7][C:6]([C:9]2[CH:16]=[CH:15][CH:14]=[C:11]([CH2:12][O:19][C:20]3[CH:21]=[CH:22][C:23]([CH:26]([C:32]4[S:33][CH:34]=[CH:35][C:36]=4[CH3:37])[CH2:27][C:28]([OH:30])=[O:29])=[CH:24][CH:25]=3)[CH:10]=2)=[CH:5][CH:4]=1 |f:2.3.4|. Procedure: Benzyl chloride 2.3 (113 mg, 0.434 mmol) and phenol 54.1 (100 mg, 0.362 mmol) were dissolved in acetone (1 mL) and treated with Cs2CO3 (371 mg, 1.14 mmol). The reaction was stirred at 50° C. for 16 h, filtered and concentrated. The residue was purified by column chromatography (silica gel, 30% to 60% ethyl acetate in hexanes). Eluant containing desired compound was concentrated and dissolved in a THF/MeOH/2N LiOH(aq) (1:1:1) solution (2 mL). The mixture was stirred at room temperature for 90 min...